Task: describe an organic reaction: reactants, conditions, products, and yield. Dataset: the Open Reaction Database (ORD), a public repository of structured organic reaction records Reactants: OCCOc1c(Cl)cc(OCC=C(Cl)Cl)cc1Cl, FC(F)(F)c1cccc(-c2nn[nH]n2)c1, c1ccc(P(c2ccccc2)c2ccccc2)cc1. The product is FC(F)(F)c1cccc(-c2nnn(CCOc3c(Cl)cc(OCC=C(Cl)Cl)cc3Cl)n2)c1. Reaction SMILES: [Cl:35][C:36](=[CH:37][CH2:38][O:39][c:40]1[cH:41][c:42]([Cl:51])[c:43]([O:44][CH2:45][CH2:46][OH:47])[c:48]([Cl:50])[cH:49]1)[Cl:52].[F:20][C:21]([c:22]1[cH:23][c:24](-[c:28]2[n:29][n:30][nH:31][n:32]2)[cH:25][cH:26][cH:27]1)([F:33])[F:34].[c:1]1([P:2]([c:3]2[cH:4][cH:5][cH:6][cH:7][cH:8]2)[c:9]2[cH:10][cH:11][cH:12][cH:13][cH:14]2)[cH:15][cH:16][cH:17][cH:18][cH:19]1>>[F:20][C:21]([c:22]1[cH:23][c:24](-[c:28]2[n:29][n:30]([CH2:46][CH2:45][O:44][c:43]3[c:42]([Cl:51])[cH:41][c:40]([O:39][CH2:38][CH:37]=[C:36]([Cl:35])[Cl:52])[cH:49][c:48]3[Cl:50])[n:31][n:32]2)[cH:25][cH:26][cH:27]1)([F:33])[F:34]. The reactants are FC(C1=NC2=C(C=CC=C2C(=C1)O)O)(F)F (2-Trifluoromethyl-4,8-dihydroxyquinoline), C(=O)([O-])[O-].[K+].[K+] (K2CO3), stainless steel. Conditions: temperature 170 celsius, time 7 day. Product: OC1=CC(=NC2=C(C(=CC=C12)C(=O)O)O)C(F)(F)F (4,8-Dihydroxy-2-(trifluoromethyl)-7-quinolinecarboxylic acid). RXN SMILES: [F:1][C:2]([F:16])([F:15])[C:3]1[CH:12]=[C:11]([OH:13])[C:10]2[C:5](=[C:6]([OH:14])[CH:7]=[CH:8][CH:9]=2)[N:4]=1.[C:17]([O-])([O-:19])=[O:18].[K+].[K+]>>[OH:13][C:11]1[C:10]2[C:5](=[C:6]([OH:14])[C:7]([C:17]([OH:19])=[O:18])=[CH:8][CH:9]=2)[N:4]=[C:3]([C:2]([F:1])([F:15])[F:16])[CH:12]=1 |f:1.2.3|. Reported procedure: 2-Trifluoromethyl-4,8-dihydroxyquinoline (6.0 g) and K2CO3 (11.0 g) are mixed in a stainless steel bomb. The bomb is flushed and evacuated 3× with 100 psi CO2. The reaction vessel is then pressurized to 800 psi CO2 and heated to 170° C., reaching a final pressure of 1200 psi. The bomb remains at this temperature and pressure for 7 days. The reaction vessel is cooled to room temperature, the pressure is released, and the reaction mixture is dissolved in 300 mL hot water. Any undissolved material ... Reactants: CS(=O)(=O)O, CS(=O)(=O)O, CNC1(C)CNC1, CCn1cc(C(=O)O)c(=O)c2cc3cc(F)c(F)cc3nc21. Product: CCn1cc(C(=O)O)c(=O)c2cc3cc(F)c(N4CC(C)(NC)C4)cc3nc21. RXN SMILES: [CH3:23][S:24]([OH:25])(=[O:26])=[O:27].[CH3:28][S:29]([OH:30])(=[O:31])=[O:32].[CH3:33][C:34]1([NH:38][CH3:39])[CH2:35][NH:36][CH2:37]1.[F:1][c:2]1[cH:3][c:4]2[c:5]([n:6][c:7]3[n:8]([CH2:18][CH3:19])[cH:9][c:10]([C:15](=[O:16])[OH:17])[c:11](=[O:14])[c:12]3[cH:13]2)[cH:20][c:21]1[F:22]>>[F:1][c:2]1[cH:3][c:4]2[c:5]([n:6][c:7]3[n:8]([CH2:18][CH3:19])[cH:9][c:10]([C:15](=[O:16])[OH:17])[c:11](=[O:14])[c:12]3[cH:13]2)[cH:20][c:21]1[N:36]1[CH2:35][C:34]([CH3:33])([NH:38][CH3:39])[CH2:37]1.